This data is from the Open Reaction Database (ORD), a public repository of structured organic reaction records. The task is: describe an organic reaction: reactants, conditions, products, and yield The reactants are FC1=C(C(=C(C(=C1[B-](C1=C(C(=C(C(=C1F)F)F)F)F)(C1=C(C(=C(C(=C1F)F)F)F)F)C1=C(C(=C(C(=C1F)F)F)F)F)F)F)F)F.[Li+] (Lithium tetrakis(pentafluorophenyl)borate), solution, C(C)(C)(C)C1=NC(=CC=C1)C(C)(C)C (2,6-di-t-butylpyridine), CCOCC (Et2O), solution. Reagents/catalysts: C(C=C)[Pd]Cl ((allyl)palladiumchloride). Run in C1(=CC=CC=C1)C (toluene), C1(=CC=CC=C1)C (toluene), C1(=CC=CC=C1)C (toluene), C1(=CC=CC=C1)C (toluene). Product: C(CCC)C12C=CC(CC1)C2 (butylnorbornene). As a reaction SMILES: F[C:2]1C([B-](C2C(F)=C(F)C(F)=C(F)C=2F)(C2C(F)=C(F)C(F)=C(F)C=2F)C2C(F)=C(F)C(F)=C(F)C=2F)=C(F)C(F)=C(F)C=1F.[Li+].CCOCC.[C:52]([C:56]1[CH:61]=[CH:60][CH:59]=[C:58]([C:62]([CH3:65])([CH3:64])C)N=1)([CH3:55])(C)C>C1(C)C=CC=CC=1.C([Pd]Cl)C=C>[CH2:61]([C:60]12[CH2:64][CH:62]([CH2:58][CH2:59]1)[CH:65]=[CH:2]2)[CH2:56][CH2:52][CH3:55] |f:0.1|. Procedure details: A 50 weight percent solution of butylnorbornene (5.0 g, 0.033 mol) was prepared in toluene. Lithium tetrakis(pentafluorophenyl)borate.2.5 Et2O (0.0012 g, 0.0014 mmol) was combined with (allyl)palladiumchloride dimer (100 μl of a 1.4 mmol solution in toluene) and 2,6-di-t-butylpyridine (100 μl of a 2.9 mmol solution in toluene) in toluene and added to the monomer mixture. A polymeric puck formed within 5-10 min at room temperature.